From a dataset of the Open Reaction Database (ORD), a public repository of structured organic reaction records. describe an organic reaction: reactants, conditions, products, and yield The reactants are CC(=O)Nc1ccc([N+](=O)[O-])c(Cl)c1, Cl, O. The product is Nc1ccc([N+](=O)[O-])c(Cl)c1. Reaction SMILES: [C:2](=[O:3])([CH3:4])[NH:5][c:6]1[cH:7][c:8]([Cl:15])[c:9]([N+:12](=[O:13])[O-:14])[cH:10][cH:11]1.[ClH:1].[OH2:16]>>[NH2:5][c:6]1[cH:7][c:8]([Cl:15])[c:9]([N+:12](=[O:13])[O-:14])[cH:10][cH:11]1. The reactants are ClC1=C(C2=C(CCN(CC2)C(C(F)(F)F)=O)C=C1)OS(=O)(=O)C(F)(F)F (7-chloro-3-(2,2,2-trifluoroacetyl)-6-trifluoromethanesulfonyloxy-2,3,4,5-tetrahydro-1H-benzo[d]azepine), FC(C(OC1=CC=C(CN)C=C1)C)(F)F ((±)-4-(2,2,2-trifluoro-1-methyl-ethoxy)-benzylamine). The solvent is C1(=CC=CC=C1)C (toluene). Product: ClC1=C(C2=C(CCN(CC2)C(C(F)(F)F)=O)C=C1)NCC1=CC=C(C=C1)OC(C(F)(F)F)C ((±)-7-chloro-6-[4-(2,2,2-trifluoro-1-methyl-ethoxy)-benzylamino]-3-(2,2,2-trifluoroacetyl)-2,3,4,5-tetrahydro-1H-benzo[d]azepine). The yield is 89.3%. As a reaction SMILES: [Cl:1][C:2]1[CH:18]=[CH:17][C:5]2[CH2:6][CH2:7][N:8]([C:11](=[O:16])[C:12]([F:15])([F:14])[F:13])[CH2:9][CH2:10][C:4]=2[C:3]=1OS(C(F)(F)F)(=O)=O.[F:27][C:28]([F:41])([F:40])[CH:29]([CH3:39])[O:30][C:31]1[CH:38]=[CH:37][C:34]([CH2:35][NH2:36])=[CH:33][CH:32]=1>C1(C)C=CC=CC=1>[Cl:1][C:2]1[CH:18]=[CH:17][C:5]2[CH2:6][CH2:7][N:8]([C:11](=[O:16])[C:12]([F:15])([F:14])[F:13])[CH2:9][CH2:10][C:4]=2[C:3]=1[NH:36][CH2:35][C:34]1[CH:37]=[CH:38][C:31]([O:30][CH:29]([CH3:39])[C:28]([F:27])([F:40])[F:41])=[CH:32][CH:33]=1. Reported procedure: Use a method similar to the General Procedure 5-2 to couple 7-chloro-3-(2,2,2-trifluoroacetyl)-6-trifluoromethanesulfonyloxy-2,3,4,5-tetrahydro-1H-benzo[d]azepine (500 mg, 1.2 mmol) with (±)-4-(2,2,2-trifluoro-1-methyl-ethoxy)-benzylamine (515 mg, 2.3 mmol) in toluene (10 mL). Purify by chromatography on silica gel eluting with hexane/EtOAc (10:1, 5:1 and 3:1) followed by SCX chromatography [pre-wash column with methanol followed by DCM, load material dissolved in DCM, then elute with DCM/2M amm... The reactants are C(C1=CC=CC=C1)=C1C(C2=CC=CC=C2C1)=O (2-Benzylidene-1-indanone), [OH-].[Na+] (NaOH), epoxide, OO (H2O2). The solvent is CO (MeOH). Yields the product C(C1=CC=CC=C1)=C1C(C2=CC=CC3C2(C1)O3)=O (2-Benzylidene-1-indanone oxide). Isolated yield 90.0%. Reaction SMILES: [CH:1](=[C:8]1[CH2:16][C:15]2[C:10](=[CH:11][CH:12]=[CH:13][CH:14]=2)[C:9]1=[O:17])[C:2]1[CH:7]=[CH:6][CH:5]=[CH:4][CH:3]=1.[OH:18]O.[OH-].[Na+]>CO>[CH:1](=[C:8]1[CH2:16][C:15]23[O:18][CH:14]2[CH:13]=[CH:12][CH:11]=[C:10]3[C:9]1=[O:17])[C:2]1[CH:3]=[CH:4][CH:5]=[CH:6][CH:7]=1 |f:2.3|. Procedure details: 2-Benzylidene-1-indanone [3.3 g (0.015 mole), prepared as described in U.S. Pat. No. 3,926,988] is dissolved in 160 ml of MeOH and converted to the epoxide using 3.5 g (0.031 mole) of 30% H2O2 and 3.5 ml (0.014 mole) of 16% NaOH as described in Example 1 to give 3.2 g (90%) of colorless solid; m.p. 115°-117°. A sample crystallized from i-PrOH melts at 118°-120°. Lit m.p. 121°-122° [JACS, 80, 900 (1958)]. Starting materials: N#CCC(=O)O, O=Cc1coc2ccccc2c1=O, c1ccncc1. Product: N#CC=Cc1coc2ccccc2c1=O. Reaction SMILES: [C:14](#[N:15])[CH2:16][C:17]([OH:18])=[O:19].[O:1]=[c:2]1[c:3]([CH:12]=[O:13])[cH:4][o:5][c:6]2[c:7]1[cH:8][cH:9][cH:10][cH:11]2.[cH:20]1[cH:21][cH:22][n:23][cH:24][cH:25]1>>[O:1]=[c:2]1[c:3]([CH:12]=[CH:16][C:14]#[N:15])[cH:4][o:5][c:6]2[c:7]1[cH:8][cH:9][cH:10][cH:11]2. The reactants are O=[N+]([O-])c1ccc(-n2nnnc2-c2ccccc2-c2ccc(CBr)cc2)cc1, C1CCOC1, CC(C)(C)[O-], [K+], CCc1cc(N)c(I)c(CC)n1. Yields the product CCc1cc(NCc2ccc(-c3ccccc3-c3nnnn3-c3ccc([N+](=O)[O-])cc3)cc2)c(I)c(CC)n1. RXN SMILES: [Br:19][CH2:20][c:21]1[cH:22][cH:23][c:24](-[c:27]2[c:28](-[c:33]3[n:34][n:35][n:36][n:37]3-[c:38]3[cH:39][cH:40][c:41]([N+:44](=[O:45])[O-:46])[cH:42][cH:43]3)[cH:29][cH:30][cH:31][cH:32]2)[cH:25][cH:26]1.[CH2:47]1[O:48][CH2:49][CH2:50][CH2:51]1.[CH3:13][C:14]([CH3:15])([O-:16])[CH3:17].[K+:18].[NH2:1][c:2]1[c:3]([I:12])[c:4]([CH2:10][CH3:11])[n:5][c:6]([CH2:8][CH3:9])[cH:7]1>>[NH:1]([c:2]1[c:3]([I:12])[c:4]([CH2:10][CH3:11])[n:5][c:6]([CH2:8][CH3:9])[cH:7]1)[CH2:20][c:21]1[cH:22][cH:23][c:24](-[c:27]2[c:28](-[c:33]3[n:34][n:35][n:36][n:37]3-[c:38]3[cH:39][cH:40][c:41]([N+:44](=[O:45])[O-:46])[cH:42][cH:43]3)[cH:29][cH:30][cH:31][cH:32]2)[cH:25][cH:26]1. Starting materials: COP(OC)OC (trimethylphosphite), ClCC(=O)OC (methyl chloroacetate), raw material. The product is COC(CP(=O)(OC)OC)=O (methyl-dimethylphosphonoacetate). Yield: 75.4%. As a reaction SMILES: C[O:2][P:3]([O:6][CH3:7])[O:4][CH3:5].Cl[CH2:9][C:10]([O:12][CH3:13])=[O:11]>>[CH3:13][O:12][C:10](=[O:11])[CH2:9][P:3]([O:6][CH3:7])([O:4][CH3:5])=[O:2]. Reported procedure: 682 g (5.5 M) of trimethylphosphite have been slowly added (21/2 h) to 272 g (2.5 M) of methyl chloroacetate preliminarly heated to 118°. The temperature of the reaction mixture rose at the end of the addition to 125° and was kept at this value for 2 h, whereupon 962 g of raw material was isolated on distillation. A further distillation allowed the obtainment of 344 g (yield 75%) of methyl-dimethylphosphonoacetate having b.p. 125°/8 Torr. Reaction SMILES: [Br:1][c:2]1[cH:3][c:4]([C:8]2([c:19]3[cH:20][c:21]([O:25][CH3:26])[n:22][cH:23][cH:24]3)[N:9]=[C:10]([NH2:18])[c:11]3[c:12]([F:17])[cH:13][cH:14][cH:15][c:16]32)[cH:5][cH:6][cH:7]1.[CH3:27][Sn:28]([c:29]1[cH:30][c:31]([C:32]#[N:33])[cH:34][cH:35][n:36]1)([CH3:37])[CH3:38].[O:116]=[CH:117][N:118]([CH3:119])[CH3:120].[cH:39]1[cH:40][cH:41][c:42]([P:43]([Pd:44]([P:45]([c:46]2[cH:47][cH:48][cH:49][cH:50][cH:51]2)([c:52]2[cH:53][cH:54][cH:55][cH:56][cH:57]2)[c:58]2[cH:59][cH:60][cH:61][cH:62][cH:63]2)([P:64]([c:65]2[cH:66][cH:67][cH:68][cH:69][cH:70]2)([c:71]2[cH:72][cH:73][cH:74][cH:75][cH:76]2)[c:77]2[cH:78][cH:79][cH:80][cH:81][cH:82]2)[P:83]([c:84]2[cH:85][cH:86][cH:87][cH:88][cH:89]2)([c:90]2[cH:91][cH:92][cH:93][cH:94][cH:95]2)[c:96]2[cH:97][cH:98][cH:99][cH:100][cH:101]2)([c:102]2[cH:103][cH:104][cH:105][cH:106][cH:107]2)[c:108]2[cH:109][cH:110][cH:111][cH:112][cH:113]2)[cH:114][cH:115]1>>[c:2]1(-[c:29]2[cH:30][c:31]([C:32]#[N:33])[cH:34][cH:35][n:36]2)[cH:3][c:4]([C:8]2([c:19]3[cH:20][c:21]([O:25][CH3:26])[n:22][cH:23][cH:24]3)[N:9]=[C:10]([NH2:18])[c:11]3[c:12]([F:17])[cH:13][cH:14][cH:15][c:16]32)[cH:5][cH:6][cH:7]1. The reactants are COc1cc(C2(c3cccc(Br)c3)N=C(N)c3c(F)cccc32)ccn1, C[Sn](C)(C)c1cc(C#N)ccn1, CN(C)C=O, c1ccc(P(c2ccccc2)(c2ccccc2)[Pd](P(c2ccccc2)(c2ccccc2)c2ccccc2)(P(c2ccccc2)(c2ccccc2)c2ccccc2)P(c2ccccc2)(c2ccccc2)c2ccccc2)cc1. Yields the product COc1cc(C2(c3cccc(-c4cc(C#N)ccn4)c3)N=C(N)c3c(F)cccc32)ccn1.